From a dataset of the Open Reaction Database (ORD), a public repository of structured organic reaction records. describe an organic reaction: reactants, conditions, products, and yield The reactants are [OH-].[K+] (potassium hydroxide), C[Si](C#CC1=C(C=CC=C1)NC(C)=O)(C)C (N-(2-trimethylsilanylethynyl-phenyl)-acetamide). Solvent: O (water), CO (methanol). Reaction conditions: time 4 hour. The product is C(#C)C1=C(C=CC=C1)NC(C)=O (N-(2-ethynyl-phenyl)-acetamide). The yield is 83.8%. Reaction SMILES: [OH-].[K+].C[Si](C)(C)[C:5]#[C:6][C:7]1[CH:12]=[CH:11][CH:10]=[CH:9][C:8]=1[NH:13][C:14](=[O:16])[CH3:15]>O.CO>[C:6]([C:7]1[CH:12]=[CH:11][CH:10]=[CH:9][C:8]=1[NH:13][C:14](=[O:16])[CH3:15])#[CH:5] |f:0.1|. Reported procedure: Add a solution of potassium hydroxide (1.62 g, 28.8 mmol) in water (100 mL) dropwise to a rapidly stirred solution of N-(2-trimethylsilanylethynyl-phenyl)-acetamide (4.44 g, 19.2 mmol) in methanol (50 mL) and stir at room temperature for 4 hours. Concentrate, add brine to residue and extract with EtOAc (×3). Dry combined organic layers over MgSO4, concentrate, add CHCl3 and concentrate to get 2.82 g light yellow solid. Purify the residue by flash chromatography on silica gel eluting with 0-30% E... Reactants: CC=1C=NC=C(C(=O)NC2CCNCC2)C1 (5-methyl-N-(piperidin-4-yl)-nicotinamide), NC1=C(C=C(C=O)C=C1OCC)OCC (4-amino-3,5-diethoxybenzaldehyde). As a reaction SMILES: [CH3:1][C:2]1[CH:3]=[N:4][CH:5]=[C:6]([CH:16]=1)[C:7]([NH:9][CH:10]1[CH2:15][CH2:14][NH:13][CH2:12][CH2:11]1)=[O:8].[NH2:17][C:18]1[C:25]([O:26][CH2:27][CH3:28])=[CH:24][C:21]([CH:22]=O)=[CH:20][C:19]=1[O:29][CH2:30][CH3:31]>>[NH2:17][C:18]1[C:19]([O:29][CH2:30][CH3:31])=[CH:20][C:21]([CH2:22][N:13]2[CH2:12][CH2:11][CH:10]([NH:9][C:7](=[O:8])[C:6]3[CH:16]=[C:2]([CH3:1])[CH:3]=[N:4][CH:5]=3)[CH2:15][CH2:14]2)=[CH:24][C:25]=1[O:26][CH2:27][CH3:28]. Yield: 34.0%. Reported procedure: The title compound (14 mg, 34%) was prepared analogously to example 30 from 5-methyl-N-(piperidin-4-yl)-nicotinamide and 4-amino-3,5-diethoxybenzaldehyde. MS: 413.5 (MH+) Product: NC1=C(C=C(CN2CCC(CC2)NC(C2=CN=CC(=C2)C)=O)C=C1OCC)OCC (N-[1-(4-Amino-3,5-diethoxy-benzyl)piperidin-4-yl]-5-methyl-nicotinamide). Reactants: COC1=C(COCCCOC2=CC=C(C=C2)C2C(CN(CC2)C(=O)OC(C)(C)C)OCC(NC2=CC=CC=C2)=O)C=CC=C1 (tert-butyl 4-{4-[3-(2-methoxybenzyloxy)propoxy]phenyl}-3-phenylcarbamoylmethoxypiperidine-1-carboxylate), ClCCCCOC (1-chloro-4-methoxybutane). Product: COC1=C(COCCCOC2=CC=C(C=C2)C2C(CN(CC2)C(=O)OC(C)(C)C)OCC(N(C2=CC=CC=C2)CCCCOC)=O)C=CC=C1 (tert-Butyl 4-{4-[3-(2-methoxybenzyloxy)propoxy]phenyl}-3-{[(4-methoxybutyl)phenylcarbamoyl]methoxy}piperidine-1-carboxylate). RXN SMILES: [CH3:1][O:2][C:3]1[CH:44]=[CH:43][CH:42]=[CH:41][C:4]=1[CH2:5][O:6][CH2:7][CH2:8][CH2:9][O:10][C:11]1[CH:16]=[CH:15][C:14]([CH:17]2[CH2:22][CH2:21][N:20]([C:23]([O:25][C:26]([CH3:29])([CH3:28])[CH3:27])=[O:24])[CH2:19][CH:18]2[O:30][CH2:31][C:32](=[O:40])[NH:33][C:34]2[CH:39]=[CH:38][CH:37]=[CH:36][CH:35]=2)=[CH:13][CH:12]=1.Cl[CH2:46][CH2:47][CH2:48][CH2:49][O:50][CH3:51]>>[CH3:1][O:2][C:3]1[CH:44]=[CH:43][CH:42]=[CH:41][C:4]=1[CH2:5][O:6][CH2:7][CH2:8][CH2:9][O:10][C:11]1[CH:12]=[CH:13][C:14]([CH:17]2[CH2:22][CH2:21][N:20]([C:23]([O:25][C:26]([CH3:29])([CH3:28])[CH3:27])=[O:24])[CH2:19][CH:18]2[O:30][CH2:31][C:32](=[O:40])[N:33]([CH2:46][CH2:47][CH2:48][CH2:49][O:50][CH3:51])[C:34]2[CH:35]=[CH:36][CH:37]=[CH:38][CH:39]=2)=[CH:15][CH:16]=1. Procedure details: Analogously to Example 2c, 0.49 g of tert-butyl 4-{4-[3-(2-methoxybenzyloxy)propoxy]phenyl}-3-phenylcarbamoylmethoxypiperidine-1-carboxylate (Example 62b) and 0.37 g of 1-chloro-4-methoxybutane are reacted. The title compound is obtained as a yellow oil. Rf=0.20 (1:1 EtOAc-heptane); Rt=5.89. Reactants: N1CCC(CC1)NS(=O)(=O)C1=CC2=CC=CC=C2C=C1 (N-(Piperidin-4-yl)naphthalene-2-sulfonamide), C(C)(C)N(CC)C(C)C (di-isopropyl ethyl amine), O(C1=CC=CC=C1)CC(=O)Cl (phenoxy acetyl chloride). Solvent: C(Cl)Cl (DCM). Reaction conditions: time 10 minute. Yields the product O(C1=CC=CC=C1)CC(=O)N1CCC(CC1)NS(=O)(=O)C1=CC2=CC=CC=C2C=C1 (N-(1-(2-Phenoxyacetyl)piperidin-4-yl) naphthalene-2-sulfonamide). RXN SMILES: [NH:1]1[CH2:6][CH2:5][CH:4]([NH:7][S:8]([C:11]2[CH:20]=[CH:19][C:18]3[C:13](=[CH:14][CH:15]=[CH:16][CH:17]=3)[CH:12]=2)(=[O:10])=[O:9])[CH2:3][CH2:2]1.C(N(C(C)C)CC)(C)C.[O:30]([CH2:37][C:38](Cl)=[O:39])[C:31]1[CH:36]=[CH:35][CH:34]=[CH:33][CH:32]=1>C(Cl)Cl>[O:30]([CH2:37][C:38]([N:1]1[CH2:2][CH2:3][CH:4]([NH:7][S:8]([C:11]2[CH:20]=[CH:19][C:18]3[C:13](=[CH:14][CH:15]=[CH:16][CH:17]=3)[CH:12]=2)(=[O:10])=[O:9])[CH2:5][CH2:6]1)=[O:39])[C:31]1[CH:36]=[CH:35][CH:34]=[CH:33][CH:32]=1. Procedure details: N-(Piperidin-4-yl)naphthalene-2-sulfonamide (50 mg, 0.17 moles) was dissolved in 10 mL DCM and to that di-isopropyl ethyl amine (0.1 mL, 0.34 moles) was added under nitrogen at 0° C. The reaction was allowed to stir for 10 min and phenoxy acetyl chloride (33 mg, 0.19 moles) was added at 0° C. and warmed room temperature and stirred for 3 h. After completion of the reaction as monitored by TLC, reaction was quenched with cold water and extracted with ethyl acetate (2×25 mL). The combined organic ... The reactants are O=C(O)C1Cc2ccccc2C1, CC(=O)c1ccc(N)cc1. Reagents/catalysts: COC1=NC(=NC(=N1)Cl)Cl (2,4-Dichloro-6-methoxy-1,3,5-triazine), CCN(C(C)C)C(C)C (DIPEA). Run in CN(C)C=O (DMF), CN(C)C=O (DMF), CN(C)C=O (DMF), CN(C)C=O (DMF), CN(C)C=O (DMF), CN(C)C=O (DMF). Conditions: temperature 25 celsius, time 2 hour. Product: CC(=O)c1ccc(NC(=O)C2Cc3ccccc3C2)cc1. Isolated yield 0.1%. Reaction SMILES: CC(=O)c1ccc(N)cc1.O=C(O)C1Cc2ccccc2C1.COC1=NC(=NC(=N1)Cl)Cl.CCN(C(C)C)C(C)C.CN(C)C=O>>CC(=O)c1ccc(NC(=O)C2Cc3ccccc3C2)cc1. Reactants: C(C)(C)(C)OC(C(C)(C)SC=1SC=C(N1)CCO)=O (2-{[4-(2-hydroxyethyl)-1,3-thiazol-2-yl]thio}-2-methylpropionic acid tert-butyl ester), FC1=CC=C(C=C1)C1=CC=C(C=C1)O (4′-fluorobiphenyl-4-ol), C1(=CC=CC=C1)P(C1=CC=CC=C1)C1=CC=CC=C1 (triphenylphosphine), N(=NC(=O)OC(C)C)C(=O)OC(C)C (diisopropyl azodicarboxylate). Solvent: O1CCCC1 (tetrahydrofuran). Run at time 17 hour. Yields the product C(C)(C)(C)OC(C(C)(C)SC=1SC=C(N1)CCOC1=CC=C(C=C1)C1=CC=C(C=C1)F)=O (2-[(4-{2-[(4′-fluorobiphenyl-4-yl)oxy]ethyl}-1,3-thiazol-2-yl)thio]-2-methylpropionic acid tert-butyl ester). The yield is 55.4%. As a reaction SMILES: [C:1]([O:5][C:6](=[O:19])[C:7]([S:10][C:11]1[S:12][CH:13]=[C:14]([CH2:16][CH2:17][OH:18])[N:15]=1)([CH3:9])[CH3:8])([CH3:4])([CH3:3])[CH3:2].[F:20][C:21]1[CH:26]=[CH:25][C:24]([C:27]2[CH:32]=[CH:31][C:30](O)=[CH:29][CH:28]=2)=[CH:23][CH:22]=1.C1(P(C2C=CC=CC=2)C2C=CC=CC=2)C=CC=CC=1.N(C(OC(C)C)=O)=NC(OC(C)C)=O>O1CCCC1>[C:1]([O:5][C:6](=[O:19])[C:7]([S:10][C:11]1[S:12][CH:13]=[C:14]([CH2:16][CH2:17][O:18][C:30]2[CH:29]=[CH:28][C:27]([C:24]3[CH:23]=[CH:22][C:21]([F:20])=[CH:26][CH:25]=3)=[CH:32][CH:31]=2)[N:15]=1)([CH3:9])[CH3:8])([CH3:2])([CH3:4])[CH3:3]. Procedure details: 2-{[4-(2-Hydroxyethyl)-1,3-thiazol-2-yl]thio}-2-methylpropionic acid tert-butyl ester (451 mg) synthesized in Example 4 and 4′-fluorobiphenyl-4-ol (280 mg) were dissolved in tetrahydrofuran (10 mL), triphenylphosphine (430 mg) and diisopropyl azodicarboxylate (40% toluene solution, 0.88 ml) were added under ice-cooling, and the mixture was stirred at room temperature for 17 hr. The reaction mixture was concentrated under reduced pressure, and hexane (about 10 mL) was added. The precipitated crys... Reaction SMILES: [NH2:1]N.[N:3]1[CH:8]=[CH:7][C:6]([C:9]2[CH:10]=[CH:11][C:12](=[O:15])[NH:13][N:14]=2)=[CH:5][CH:4]=1.O.NN>C(=O)([O-])[O-].[K+].[K+]>[NH2:1][C:11]1[C:12](=[O:15])[NH:13][N:14]=[C:9]([C:6]2[CH:7]=[CH:8][N:3]=[CH:4][CH:5]=2)[CH:10]=1 |f:2.3,4.5.6|. The product is NC=1C(NN=C(C1)C1=CC=NC=C1)=O (4-amino-6-(4-pyridinyl)-3(2H)-pyridazinone). Isolated yield 69.0%. Procedure details: The following procedure describes the preparation of the entitled compound by reacting hydrazine with 6-(4-pyridinyl)-3(2H)-pyridazinone, the tautomeric form of 6-(4-pyridinyl)-3-pyridazinol. A mixture containing 10 g. of 6-(4-pyridinyl)-3(2H)-pyridazinone and 70 ml. of hydrazine hydrate was heated on a steam bath for 3 days and the excess hydrazine distilled off in vacuo. The remaining residue was heated with about 300 ml. of methanol and the solid was collected by filtration. The solid was com... The reactants are O.NN (hydrazine hydrate), NN (hydrazine), N1=CC=C(C=C1)C=1C=CC(NN1)=O (6-(4-pyridinyl)-3(2H)-pyridazinone), O.NN (hydrazine hydrate), N1=CC=C(C=C1)C=1C=CC(NN1)=O (6-(4-pyridinyl)-3(2H)-pyridazinone), N1=CC=C(C=C1)C1=CC=C(N=N1)O (6-(4-pyridinyl)-3-pyridazinol), N1=CC=C(C=C1)C=1C=CC(NN1)=O (6-(4-pyridinyl)-3(2H)-pyridazinone). Run in C([O-])([O-])=O.[K+].[K+] (potassium carbonate). Reactants: C(C1=CC=CC=C1)OC(=O)N1CCN(CC1)C1=NC(=NC(=C1Br)CCOC(F)(F)F)C(C)(C)C (4-[5-bromo-2-tert-butyl-6-(2-trifluoromethoxy-ethyl)-pyrimidin-4-yl]-piperazine-1-carboxylic acid benzyl ester). Reagents/catalysts: [Pd] (Pd/C). Solvent: CC(OCC)=O (EA). Run at time 40 minute. Yields the product C(C)(C)(C)C1=NC(=CC(=N1)N1CCNCC1)CCOC(F)(F)F (2-tert-Butyl-4-piperazin-1-yl-6-(2-trifluoromethoxy-ethyl)-pyrimidine). RXN SMILES: C(OC([N:11]1[CH2:16][CH2:15][N:14]([C:17]2[C:22](Br)=[C:21]([CH2:24][CH2:25][O:26][C:27]([F:30])([F:29])[F:28])[N:20]=[C:19]([C:31]([CH3:34])([CH3:33])[CH3:32])[N:18]=2)[CH2:13][CH2:12]1)=O)C1C=CC=CC=1>CC(=O)OCC.[Pd]>[C:31]([C:19]1[N:18]=[C:17]([N:14]2[CH2:15][CH2:16][NH:11][CH2:12][CH2:13]2)[CH:22]=[C:21]([CH2:24][CH2:25][O:26][C:27]([F:29])([F:30])[F:28])[N:20]=1)([CH3:34])([CH3:32])[CH3:33]. Procedure: To the solution of 4-[5-bromo-2-tert-butyl-6-(2-trifluoromethoxy-ethyl)-pyrimidin-4-yl]-piperazine-1-carboxylic acid benzyl ester (26 mg, 0.048 mmol) in EA (3 mL) was added Pd/C (10.15 mg). Then the mixture was stirred for 40 min under H2 (15 psi) atmosphere. Then the mixture was concentrated and the residue was used in the next step directly. Reactants: C(CCC)[Li] (n-butyllithium), C(C)#N (acetonitrile), C(C)(=O)O (acetic acid), CN(C)\C=N\C=1C(=CC2=CC(=CC=C2C1)OC)C(=O)OC (methyl 3-{[(E)-(dimethylamino)methylidene]amino}-7-methoxy-2-naphthoate), C(C)(=O)O (acetic acid). The solvent is O1CCCC1 (tetrahydrofuran), O1CCCC1 (tetrahydrofuran), O1CCCC1 (tetrahydrofuran). Conditions: temperature -78 celsius, time 10 minute. The product is COC=1C=CC2=C(C=C3C(C(=CNC3=C2)C#N)=O)C1 (7-Methoxy-4-oxo-1,4-dihydrobenzo[g]quinoline-3-carbonitrile). RXN SMILES: C([Li])CCC.[C:6](#[N:8])[CH3:7].CN(/[CH:12]=[N:13]/[C:14]1[C:15]([C:26]([O:28]C)=O)=[CH:16][C:17]2[C:22]([CH:23]=1)=[CH:21][CH:20]=[C:19]([O:24][CH3:25])[CH:18]=2)C.C(O)(=O)C>O1CCCC1>[CH3:25][O:24][C:19]1[CH:20]=[CH:21][C:22]2[CH:23]=[C:14]3[C:15]([C:26](=[O:28])[C:7]([C:6]#[N:8])=[CH:12][NH:13]3)=[CH:16][C:17]=2[CH:18]=1. Procedure details: To a solution of 4.75 mL (11.88 mmol) of n-butyllithium (2.5M in hexane) in 4.0 mL of tetrahydrofuran at −78° C. is added dropwise a solution of 0.68 mL (13.1 mmol) of acetonitrile in 6.8 mL of tetrahydrofuran. After completion of addition, the suspension is stirred for 10 minutes. To this is added 1.36 g (4.75 mmol) of methyl 3-{[(E)-(dimethylamino)methylidene]amino}-7-methoxy-2-naphthoate in 32 mL of tetrahydrofuran dropwise. The resulting reaction mixture is stirred at −78° C. for 1 hour, at ... Starting materials: C(C)(C)C=1C=C(C=CC1)NC(=O)C=1C=C(C=CC1)N1CCC=2C(=CN=CC2C1)C(=O)O (7-(3-{[(3-isopropylphenyl)amino]carbonyl}phenyl)-5,6,7,8-tetrahydro-2,7-naphthyridine-4-carboxylic acid), C(C)(C)N(C(C)C)CC (N,N-diisopropylethylamine), Cl.COC(CN)=O (glycine methyl ester hydrochloride), CCCP(=O)=O (propylphosphonic anhydride). The reagents and catalysts are CN(C)C=1C=CN=CC1 (DMAP). Solvent: ClCCCl (1,2-dichloroethane). Run at time 6 minute. Product: COC(CNC(=O)C1=CN=CC=2CN(CCC12)C1=CC(=CC=C1)C(=O)NC1=CC(=CC=C1)C(C)C)=O (Methyl({[7-(3-{[(3-isopropylphenyl)amino]carbonyl}phenyl)-5,6,7,8-tetrahydro-2,7-naphthyridin-4-yl]carbonyl}amino)acetate). Yield: 64.2%. RXN SMILES: [CH:1]([C:4]1[CH:5]=[C:6]([NH:10][C:11]([C:13]2[CH:14]=[C:15]([N:19]3[CH2:28][C:27]4[CH:26]=[N:25][CH:24]=[C:23]([C:29](O)=[O:30])[C:22]=4[CH2:21][CH2:20]3)[CH:16]=[CH:17][CH:18]=2)=[O:12])[CH:7]=[CH:8][CH:9]=1)([CH3:3])[CH3:2].C(N(CC)C(C)C)(C)C.CCCP(=O)=O.Cl.[CH3:48][O:49][C:50](=[O:53])[CH2:51][NH2:52]>CN(C1C=CN=CC=1)C.ClCCCl>[CH3:48][O:49][C:50](=[O:53])[CH2:51][NH:52][C:29]([C:23]1[C:22]2[CH2:21][CH2:20][N:19]([C:15]3[CH:16]=[CH:17][CH:18]=[C:13]([C:11]([NH:10][C:6]4[CH:7]=[CH:8][CH:9]=[C:4]([CH:1]([CH3:3])[CH3:2])[CH:5]=4)=[O:12])[CH:14]=3)[CH2:28][C:27]=2[CH:26]=[N:25][CH:24]=1)=[O:30] |f:3.4|. Reported procedure: To a mixture of 7-(3-{[(3-isopropylphenyl)amino]carbonyl}phenyl)-5,6,7,8-tetrahydro-2,7-naphthyridine-4-carboxylic acid (40 mg, 0.096 mmol), N,N-diisopropylethylamine (0.067 mL, 0.39 mmol), and catalytic DMAP in 2.5 mL 1,2-dichloroethane at rt was added propylphosphonic anhydride solution (50 wt % in EtOAc, 0.069 mL, 0.116 mmol). After 6 min at rt, glycine methyl ester hydrochloride (18.1 mg, 0.144 mmol) was added and the reaction stirred at rt for 4 hours. The reaction was quenched with aqueous...